This data is from the Open Reaction Database (ORD), a public repository of structured organic reaction records. The task is: describe an organic reaction: reactants, conditions, products, and yield Starting materials: Cl, O=N[O-], COc1cc(OC)nc(N)n1, [Na+], [Na+], [OH-], O. Yields the product COc1cc(OC)nc(Cl)n1. RXN SMILES: [ClH:1].[N:13]([O-:14])=[O:15].[NH2:2][c:3]1[n:4][c:5]([O:11][CH3:12])[cH:6][c:7]([O:9][CH3:10])[n:8]1.[Na+:16].[Na+:18].[OH-:17].[OH2:19]>>[Cl:1][c:3]1[n:4][c:5]([O:11][CH3:12])[cH:6][c:7]([O:9][CH3:10])[n:8]1. The reactants are CON(C)C(=O)c1ccc(Br)cc1, O=C(Cl)c1ccc(Br)cc1, C1CCOC1, CN1CCOCC1, CCCCCC, COc1c(F)c(F)cc(F)c1F, [Li]CCCC. The product is COc1c(F)c(F)c(C(=O)c2ccc(Br)cc2)c(F)c1F. As a reaction SMILES: [Br:18][c:19]1[cH:20][cH:21][c:22]([C:23](=[O:24])[N:25]([O:26][CH3:27])[CH3:28])[cH:29][cH:30]1.[Br:31][c:32]1[cH:33][cH:34][c:35]([C:36]([Cl:37])=[O:38])[cH:39][cH:40]1.[CH2:48]1[O:49][CH2:50][CH2:51][CH2:52]1.[CH3:41][N:42]1[CH2:43][CH2:44][O:45][CH2:46][CH2:47]1.[CH3:53][CH2:54][CH2:55][CH2:56][CH2:57][CH3:58].[F:1][c:2]1[c:3]([O:11][CH3:12])[c:4]([F:10])[c:5]([F:9])[cH:6][c:7]1[F:8].[Li:13][CH2:14][CH2:15][CH2:16][CH3:17]>>[F:1][c:2]1[c:3]([O:11][CH3:12])[c:4]([F:10])[c:5]([F:9])[c:6]([C:23]([c:22]2[cH:21][cH:20][c:19]([Br:18])[cH:30][cH:29]2)=[O:24])[c:7]1[F:8].